Dataset: the Open Reaction Database (ORD), a public repository of structured organic reaction records. Task: describe an organic reaction: reactants, conditions, products, and yield Reactants: ( c ), C(C1=CC=CC=C1)OC(=O)N(C)CC1=CN(C2=CC=CC=C12)C(C)C (3-[N-(Benzyloxycarbonyl)-N-methylaminomethyl]-1-isopropyl-1H-indole), C(C1=CC=CC=C1)OC(=O)N(C)CC1=CN(C2=CC=CC=C12)CC1=CC=CC=C1 (3-[N-(Benzyloxycarbonyl)-N-methylaminomethyl]-1-benzyl-1H-indole). Product: C(C)N1C=C(C2=CC=CC=C12)CNC (1-ethyl-3-(methylaminomethyl)-1H-indole). The yield is 87.3%. RXN SMILES: C(O[C:9]([N:11]([CH2:13][C:14]1[C:22]2[C:17](=[CH:18][CH:19]=[CH:20][CH:21]=2)[N:16]([CH:23](C)[CH3:24])[CH:15]=1)C)=O)C1C=CC=CC=1.C(OC(N(CC1C2C(=CC=CC=2)N(CC2C=CC=CC=2)C=1)C)=O)C1C=CC=CC=1>>[CH2:23]([N:16]1[C:17]2[C:22](=[CH:21][CH:20]=[CH:19][CH:18]=2)[C:14]([CH2:13][NH:11][CH3:9])=[CH:15]1)[CH3:24]. Reported procedure: According to the procedure of Preparation 17 (c), except substituting 3-[N-(Benzyloxycarbonyl)-N-methylaminomethyl]-1-isopropyl-1H-indole (0.99 g, 2.98 mmole) for the 3-[N-(Benzyloxycarbonyl)-N-methylaminomethyl]-1-benzyl-1H-indole, the title compound (0.49 g, 82%) was prepared as a white solid: MS (ES) m/e 405 (2M+H)+. Starting materials: C(C1=CC=CC=C1)OC([C@@H](N)C(C)C)=O ((L)-valine benzylester), C(CCCC)(=O)Cl (valerylchloride). The product is C(C1=CC=CC=C1)OC([C@@H](NC(CCCC)=O)C(C)C)=O (N-valeryl-(L)-valine benzylester). RXN SMILES: [CH2:1]([O:8][C:9](=[O:15])[C@H:10]([CH:12]([CH3:14])[CH3:13])[NH2:11])[C:2]1[CH:7]=[CH:6][CH:5]=[CH:4][CH:3]=1.[C:16](Cl)(=[O:21])[CH2:17][CH2:18][CH2:19][CH3:20]>>[CH2:1]([O:8][C:9](=[O:15])[C@H:10]([CH:12]([CH3:13])[CH3:14])[NH:11][C:16](=[O:21])[CH2:17][CH2:18][CH2:19][CH3:20])[C:2]1[CH:7]=[CH:6][CH:5]=[CH:4][CH:3]=1. Procedure: According to EP 1714963 4-Bromomethyl-2′-cyanobiphenyl is condensed with L-valinebenzylester tosylate to give (S)-N-[(2′-cyanobiphenyl-4-yl]methyl]-(L)-valine benzylester hydrochloride. (S)-N-cyanobiphenyl-4-yl]methyl]-(L)-valine benzylester on reaction with valerylchloride yields (S)-N-cyanobiphenyl-4-yl]methyl]-N-valeryl-(L)-valine benzylester further by the reaction of tributyltin chloride and sodiumazide gives benzyl valsartan and debenzylation with Pd/C to give valsartan. Also discloses the... The reactants are O=C1C(Cc2c(Cl)cc(OCc3ccccc3)cc2Cl)CCN1C1CCc2[nH]cnc2C1, CCOC(C)=O, CO, [OH-], [OH-], [Pd+2]. Yields the product O=C1C(Cc2c(Cl)cc(O)cc2Cl)CCN1C1CCc2[nH]cnc2C1. As a reaction SMILES: [CH2:1]([c:2]1[cH:3][cH:4][cH:5][cH:6][cH:7]1)[O:8][c:9]1[cH:10][c:11]([Cl:32])[c:12]([CH2:13][CH:14]2[C:15](=[O:28])[N:16]([CH:19]3[CH2:20][c:21]4[c:22]([nH:23][cH:24][n:25]4)[CH2:26][CH2:27]3)[CH2:17][CH2:18]2)[c:29]([Cl:31])[cH:30]1.[CH3:33][CH2:34][O:35][C:36](=[O:37])[CH3:38].[CH3:39][OH:40].[OH-:41].[OH-:43].[Pd+2:42]>>[OH:8][c:9]1[cH:10][c:11]([Cl:32])[c:12]([CH2:13][CH:14]2[C:15](=[O:28])[N:16]([CH:19]3[CH2:20][c:21]4[c:22]([nH:23][cH:24][n:25]4)[CH2:26][CH2:27]3)[CH2:17][CH2:18]2)[c:29]([Cl:31])[cH:30]1. The reactants are CSC1C(=O)Nc2c(Cl)ccc(Oc3ccccc3)c21, C1COCCO1. The product is O=C1Cc2c(Oc3ccccc3)ccc(Cl)c2N1. As a reaction SMILES: [O:1]=[C:2]1[NH:3][c:4]2[c:5]([Cl:20])[cH:6][cH:7][c:8]([O:13][c:14]3[cH:15][cH:16][cH:17][cH:18][cH:19]3)[c:9]2[CH:10]1[S:11][CH3:12].[O:21]1[CH2:22][CH2:23][O:24][CH2:25][CH2:26]1>>[O:1]=[C:2]1[NH:3][c:4]2[c:5]([Cl:20])[cH:6][cH:7][c:8]([O:13][c:14]3[cH:15][cH:16][cH:17][cH:18][cH:19]3)[c:9]2[CH2:10]1. Reactants: OCCN(C1=CC=C(C(=O)OCC)C=C1)C (ethyl 4-[(2-hydroxyethyl) (methyl)amino]benzoate), [H-].[Na+] (sodium hydride), CI (methyl iodide), O (Water). Run in CN(C)C=O (DMF). Reaction conditions: time 8 hour. The product is COCCN(C1=CC=C(C(=O)OCC)C=C1)C (Ethyl 4-[(2-methoxyethyl) (methyl)amino]benzoate). Yield: 71.8%. RXN SMILES: [OH:1][CH2:2][CH2:3][N:4]([CH3:16])[C:5]1[CH:15]=[CH:14][C:8]([C:9]([O:11][CH2:12][CH3:13])=[O:10])=[CH:7][CH:6]=1.[H-].[Na+].[CH3:19]I.O>CN(C=O)C>[CH3:19][O:1][CH2:2][CH2:3][N:4]([CH3:16])[C:5]1[CH:15]=[CH:14][C:8]([C:9]([O:11][CH2:12][CH3:13])=[O:10])=[CH:7][CH:6]=1 |f:1.2|. Procedure details: To a solution of ethyl 4-[(2-hydroxyethyl) (methyl)amino]benzoate (611 mg, 2.74 mmol) in DMF (10 ml) were added sodium hydride (60% in oil, 143 mg, 3.56 mmol) and methyl iodide (0.222 ml, 3.56 mmol), and the mixture was stirred overnight at room temperature. Water was added to the reaction mixture, and the mixture was extracted with ethyl acetate. The extract was dried over anhydrous MgSO4, and the solvent was evaporated under reduced pressure. The residue was subjected to silica gel column chro... The reactants are C(CC(O)(C(=O)O)CC(=O)O)(=O)O (citric acid), C1CCOC1 (THF), Compound XXVII, COC(=O)C=1SC(=CC1)C(NCCN(C(=NC(=O)OC(C)(C)C)N)C(=O)OC(C)(C)C)=O (5-(2-(N,N′-Bis-(BOC)-guanidino)-ethylcarbamoyl)-thiophene-2-carboxylic acid methyl ester), [Li+].[OH-] (LiOH). Solvent: C1CCOC1.O (THF H2O). Run at time 3 hour. Product: C(=O)(OC(C)(C)C)N(C(=NC(=O)OC(C)(C)C)N)CCNC(=O)C1=CC=C(S1)C(=O)O (5-(2-(N,N′-Bis-(BOC)-guanidino)-ethylcarbamoyl)-thiophene-2-carboxylic acid). The yield is 84.0%. Reaction SMILES: C[O:2][C:3]([C:5]1[S:6][C:7]([C:10](=[O:32])[NH:11][CH2:12][CH2:13][N:14]([C:25]([O:27][C:28]([CH3:31])([CH3:30])[CH3:29])=[O:26])[C:15]([NH2:24])=[N:16][C:17]([O:19][C:20]([CH3:23])([CH3:22])[CH3:21])=[O:18])=[CH:8][CH:9]=1)=[O:4].[Li+].[OH-].C(O)(=O)CC(CC(O)=O)(C(O)=O)O.C1COCC1>C1COCC1.O>[C:25]([N:14]([CH2:13][CH2:12][NH:11][C:10]([C:7]1[S:6][C:5]([C:3]([OH:4])=[O:2])=[CH:9][CH:8]=1)=[O:32])[C:15]([NH2:24])=[N:16][C:17]([O:19][C:20]([CH3:23])([CH3:22])[CH3:21])=[O:18])([O:27][C:28]([CH3:29])([CH3:30])[CH3:31])=[O:26] |f:1.2,5.6|. Reported procedure: With continued reference to Scheme K, To Compound XXVII: 5-(2-(N,N′-Bis-(BOC)-guanidino)-ethylcarbamoyl)-thiophene-2-carboxylic acid methyl ester (2.2 g, 4.66 mmol) in 50% THF/H2O (50 ml) was added 1.5 eq. of LiOH (294 mg, 6.99 mmol) and the reaction mixture was left to stir at room temperature for 3 hours. 10% citric acid solution was added until acidic pH and THF was evaporated. The aqueous solution was then extracted with CH2Cl2 (3×70 ml). The organic phases were combined and washed with a so... The reactants are [H-].[Na+] (sodium hydride), O=C1C(CN(C2=C(N1)C=CC=C2)C(=O)C21CC3CC(CC(C2)C3)C1)NC(=O)OC(C)(C)C (2-oxo-3-tert-butoxycarbonylamino-5-(adamantan-1-yl)carbonyl-1,3,4,5-tetrahydro-2H-1,5-benzodiazepine), BrCC(=O)C1=C(C=CC=C1)C (2-bromo-2′-methylacetophenone). The solvent is O1CCCC1 (tetrahydrofuran), O1CCCC1 (tetrahydrofuran). Run at time 30 minute. The product is C=1(C(=CC=CC1)C(=O)CN1C(C(CN(C2=C1C=CC=C2)C(=O)C21CC3CC(CC(C2)C3)C1)NC(=O)OC(C)(C)C)=O)C (1-(2-toluoylmethyl)-2-oxo-3-tert-butoxycarbonylamino-5-(adamantan-1-yl)carbonyl-1,3,4,5-tetrahydro-2H-1,5-benzodiazepine). The yield is 46.6%. Reaction SMILES: [H-].[Na+].[O:3]=[C:4]1[NH:10][C:9]2[CH:11]=[CH:12][CH:13]=[CH:14][C:8]=2[N:7]([C:15]([C:17]23[CH2:26][CH:21]4[CH2:22][CH:23]([CH2:25][CH:19]([CH2:20]4)[CH2:18]2)[CH2:24]3)=[O:16])[CH2:6][CH:5]1[NH:27][C:28]([O:30][C:31]([CH3:34])([CH3:33])[CH3:32])=[O:29].Br[CH2:36][C:37]([C:39]1[CH:44]=[CH:43][CH:42]=[CH:41][C:40]=1[CH3:45])=[O:38]>O1CCCC1>[C:40]1([CH3:45])[C:39]([C:37]([CH2:36][N:10]2[C:9]3[CH:11]=[CH:12][CH:13]=[CH:14][C:8]=3[N:7]([C:15]([C:17]34[CH2:26][CH:21]5[CH2:22][CH:23]([CH2:25][CH:19]([CH2:20]5)[CH2:18]3)[CH2:24]4)=[O:16])[CH2:6][CH:5]([NH:27][C:28]([O:30][C:31]([CH3:34])([CH3:33])[CH3:32])=[O:29])[C:4]2=[O:3])=[O:38])=[CH:44][CH:43]=[CH:42][CH:41]=1 |f:0.1|. Reported procedure: To 60% sodium hydride (128 mg) suspended in anhydrous tetrahydrofuran (30 ml), 2-oxo-3-tert-butoxycarbonylamino-5-(adamantan-1-yl)carbonyl-1,3,4,5-tetrahydro-2H-1,5-benzodiazepine was added at room temperature under argon atmosphere. The mixture was stirred at room temperature for 30 minutes. Subsequently, 2-bromo-2′-methylacetophenone (375 mg) in anhydrous tetrahydrofuran (10 ml) was added thereto, and the mixture was stirred at room temperature for 2 hours. The reaction mixture was concentrate... Starting materials: CI (MeI), C(C)(C)(C)OC(=O)N1CCN(CCC1)C1=CC(=C(C=C1)NS(=O)(=O)C1=CC=CC=C1)NS(=O)(=O)C1=CC=CC=C1 (N-{4-(4-t-butyloxycarbonyl-1,4-diazepan-1-yl)-2-[(phenylsulfonyl)amino]phenyl}benzenesulfonamide), C(=O)([O-])[O-].[K+].[K+] (K2CO3). The solvent is CC(=O)C (acetone). Reaction conditions: time 2 hour. The product is C(C)(C)(C)OC(=O)N1CCN(CCC1)C1=CC(=C(C=C1)NS(=O)(=O)C1=CC=CC=C1)N(S(=O)(=O)C1=CC=CC=C1)C (N-{4-(4-t-butyloxycarbonyl-1,4-diazepan-1-yl)-2-[methyl(phenylsulfonyl)-amino]phenyl}benzenesulfonamide). RXN SMILES: CI.[C:3]([O:7][C:8]([N:10]1[CH2:16][CH2:15][CH2:14][N:13]([C:17]2[CH:22]=[CH:21][C:20]([NH:23][S:24]([C:27]3[CH:32]=[CH:31][CH:30]=[CH:29][CH:28]=3)(=[O:26])=[O:25])=[C:19]([NH:33][S:34]([C:37]3[CH:42]=[CH:41][CH:40]=[CH:39][CH:38]=3)(=[O:36])=[O:35])[CH:18]=2)[CH2:12][CH2:11]1)=[O:9])([CH3:6])([CH3:5])[CH3:4].[C:43]([O-])([O-])=O.[K+].[K+]>CC(C)=O>[C:3]([O:7][C:8]([N:10]1[CH2:16][CH2:15][CH2:14][N:13]([C:17]2[CH:22]=[CH:21][C:20]([NH:23][S:24]([C:27]3[CH:32]=[CH:31][CH:30]=[CH:29][CH:28]=3)(=[O:25])=[O:26])=[C:19]([N:33]([CH3:43])[S:34]([C:37]3[CH:42]=[CH:41][CH:40]=[CH:39][CH:38]=3)(=[O:35])=[O:36])[CH:18]=2)[CH2:12][CH2:11]1)=[O:9])([CH3:6])([CH3:4])[CH3:5] |f:2.3.4|. Procedure details: MeI (45 μL, 0.72 mmol) was added to a mixture of N-{4-(4-t-butyloxycarbonyl-1,4-diazepan-1-yl)-2-[(phenylsulfonyl)amino]phenyl}benzenesulfonamide (0.189 g, 0.36 mmol) and K2CO3 (0.124, 0.90 mmol) in acetone (25 mL). The mixture was stirred at r.t. for 2 h, filtered and the solvent was removed. Purification by column chromatography (DCM/MeOH/heptane 4:1:15) gave N-{4-(4-t-butyloxycarbonyl-1,4-diazepan-1-yl)-2-[methyl(phenylsulfonyl)-amino]phenyl}benzenesulfonamide as a colourless oil. Boc-deprote... As a reaction SMILES: [NH2:1][CH2:2][CH:3]([CH2:4][N:5]1[CH2:6][CH2:7][CH:8]([O:11][c:12]2[cH:13][c:14]([Cl:19])[c:15]([Cl:18])[cH:16][cH:17]2)[CH2:9][CH2:10]1)[OH:20].[s:21]1[cH:22][n:23][c:24]2[c:25]1[cH:26][c:27]([C:30](=[O:31])[OH:32])[cH:28][cH:29]2>>[NH:1]([CH2:2][CH:3]([CH2:4][N:5]1[CH2:6][CH2:7][CH:8]([O:11][c:12]2[cH:13][c:14]([Cl:19])[c:15]([Cl:18])[cH:16][cH:17]2)[CH2:9][CH2:10]1)[OH:20])[C:30]([c:27]1[cH:26][c:25]2[s:21][cH:22][n:23][c:24]2[cH:29][cH:28]1)=[O:31]. Product: O=C(NCC(O)CN1CCC(Oc2ccc(Cl)c(Cl)c2)CC1)c1ccc2ncsc2c1. The reactants are NCC(O)CN1CCC(Oc2ccc(Cl)c(Cl)c2)CC1, O=C(O)c1ccc2ncsc2c1.